This data is from the Open Reaction Database (ORD), a public repository of structured organic reaction records. The task is: describe an organic reaction: reactants, conditions, products, and yield The reactants are [K+], [K+], Nc1c(Nc2cccnc2)c(=O)c1=O, O=C([O-])[O-], CC(C)(Cc1ccccc1)C(NC(=O)c1ccc(Cl)cc1)n1nnc2ccccc21. Product: CC(C)(Cc1ccccc1)C(NC(=O)c1ccc(Cl)cc1)Nc1c(Nc2cccnc2)c(=O)c1=O. Reaction SMILES: [K+:45].[K+:46].[NH2:1][c:2]1[c:3](=[O:14])[c:4](=[O:13])[c:5]1[NH:6][c:7]1[cH:8][n:9][cH:10][cH:11][cH:12]1.[O-:47][C:48]([O-:49])=[O:50].[n:15]1([CH:24]([C:25]([CH2:26][c:27]2[cH:28][cH:29][cH:30][cH:31][cH:32]2)([CH3:33])[CH3:34])[NH:35][C:36]([c:37]2[cH:38][cH:39][c:40]([Cl:43])[cH:41][cH:42]2)=[O:44])[c:16]2[cH:17][cH:18][cH:19][cH:20][c:21]2[n:22][n:23]1>>[NH:1]([c:2]1[c:3](=[O:14])[c:4](=[O:13])[c:5]1[NH:6][c:7]1[cH:8][n:9][cH:10][cH:11][cH:12]1)[CH:24]([C:25]([CH2:26][c:27]1[cH:28][cH:29][cH:30][cH:31][cH:32]1)([CH3:33])[CH3:34])[NH:35][C:36]([c:37]1[cH:38][cH:39][c:40]([Cl:43])[cH:41][cH:42]1)=[O:44]. The reactants are CC(=O)OCCc1cc(CCOS(C)(=O)=O)cs1, CC(C)c1nc(C(=O)N2CCOC3(CCNCC3)C2)cs1, Cl, O=C([O-])C(F)(F)F. The product is CC(=O)OCCc1cc(CCN2CCC3(CC2)CN(C(=O)c2csc(C(C)C)n2)CCO3)cs1. As a reaction SMILES: [C:30]([CH3:31])(=[O:32])[O:33][CH2:34][CH2:35][c:36]1[s:37][cH:38][c:39]([CH2:41][CH2:42][O:43][S:44]([CH3:45])(=[O:46])=[O:47])[cH:40]1.[CH:2]([CH3:3])([CH3:4])[c:5]1[s:6][cH:7][c:8]([C:10](=[O:11])[N:12]2[CH2:13][CH2:14][O:15][C:16]3([CH2:17]2)[CH2:18][CH2:19][NH:20][CH2:21][CH2:22]3)[n:9]1.[ClH:1].[O-:23][C:24]([C:25]([F:26])([F:27])[F:28])=[O:29]>>[CH:2]([CH3:3])([CH3:4])[c:5]1[s:6][cH:7][c:8]([C:10](=[O:11])[N:12]2[CH2:13][CH2:14][O:15][C:16]3([CH2:17]2)[CH2:18][CH2:19][N:20]([CH2:42][CH2:41][c:39]2[cH:38][s:37][c:36]([CH2:35][CH2:34][O:33][C:30]([CH3:31])=[O:32])[cH:40]2)[CH2:21][CH2:22]3)[n:9]1. Reactants: BrB(Br)Br, COc1ccc(-n2nc(C)c3c2-c2ccccc2CC3)cc1, ClCCl, [Na+], O=C([O-])O. The product is Cc1nn(-c2ccc(O)cc2)c2c1CCc1ccccc1-2. Reaction SMILES: [B:23]([Br:24])([Br:25])[Br:26].[CH3:1][O:2][c:3]1[cH:4][cH:5][c:6](-[n:9]2[n:10][c:11]([CH3:22])[c:12]3[c:17]2-[c:16]2[c:15]([cH:21][cH:20][cH:19][cH:18]2)[CH2:14][CH2:13]3)[cH:7][cH:8]1.[Cl:27][CH2:28][Cl:29].[Na+:34].[O-:30][C:31]([OH:32])=[O:33]>>[OH:2][c:3]1[cH:4][cH:5][c:6](-[n:9]2[n:10][c:11]([CH3:22])[c:12]3[c:17]2-[c:16]2[c:15]([cH:21][cH:20][cH:19][cH:18]2)[CH2:14][CH2:13]3)[cH:7][cH:8]1. The reactants are CC(C)=CCCC(C)=CC=O (citral), CC(=O)C (acetone), glass. Run in CCOCC (ether). Conditions: temperature 67.5 celsius. The product is CC(=CC=CC(C)=O)CCC=C(C)C (6,10-Dimethyl-3,5,9-undecatrien-2-one). The yield is 91.0%. RXN SMILES: [CH3:1][C:2](=[CH:4][CH2:5][CH2:6][C:7](=[CH:9][CH:10]=O)[CH3:8])[CH3:3].[CH3:12][C:13]([CH3:15])=[O:14]>CCOCC>[CH3:8][C:7]([CH2:6][CH2:5][CH:4]=[C:2]([CH3:1])[CH3:3])=[CH:9][CH:10]=[CH:12][C:13](=[O:14])[CH3:15]. Reported procedure: 1.00 mL (5.84 mmoles) of citral (purchased from Aldrich Chemical Co., Milwaukee, Wis.), 20 mL of acetone (HPLC-grade, purchased from Aldrich Chemical Co.), and 1.66 g of alumina (weakly acidic, activated, Brockmann I, 150 mesh, Aldrich catalog #26,774-0) were added to a 200 mL glass pressure bottle containing a Teflon-coated spin bar. After sweeping the bottle briefly with a stream of nitrogen gas, the bottle was closed; and the mixture was subsequently heated at 65-70° C. (external oil bath tem...